Dataset: the Open Reaction Database (ORD), a public repository of structured organic reaction records. Task: describe an organic reaction: reactants, conditions, products, and yield The reactants are BrCc1ccc2cccnc2c1, Br, COc1ccccc1COCCCOc1ccc(C2CCN(C(=O)OC(C)(C)C)CC2O)cc1. Product: COc1ccccc1COCCCOc1ccc(C2CCN(C(=O)OC(C)(C)C)CC2OCc2ccc3cccnc3c2)cc1. As a reaction SMILES: [Br:36][CH2:37][c:38]1[cH:39][cH:40][c:41]2[cH:42][cH:43][cH:44][n:45][c:46]2[cH:47]1.[BrH:35].[C:1]([CH3:2])([CH3:3])([CH3:4])[O:5][C:6](=[O:7])[N:8]1[CH2:9][CH:10]([OH:34])[CH:11]([c:14]2[cH:15][cH:16][c:17]([O:20][CH2:21][CH2:22][CH2:23][O:24][CH2:25][c:26]3[c:27]([O:32][CH3:33])[cH:28][cH:29][cH:30][cH:31]3)[cH:18][cH:19]2)[CH2:12][CH2:13]1>>[C:1]([CH3:2])([CH3:3])([CH3:4])[O:5][C:6](=[O:7])[N:8]1[CH2:9][CH:10]([O:34][CH2:37][c:38]2[cH:39][cH:40][c:41]3[cH:42][cH:43][cH:44][n:45][c:46]3[cH:47]2)[CH:11]([c:14]2[cH:15][cH:16][c:17]([O:20][CH2:21][CH2:22][CH2:23][O:24][CH2:25][c:26]3[c:27]([O:32][CH3:33])[cH:28][cH:29][cH:30][cH:31]3)[cH:18][cH:19]2)[CH2:12][CH2:13]1. Starting materials: CC(C)(C#C)O (2-methyl-3-butyne-2-ol), COC(C(C)Br)=O (methyl-2-bromo-propionate), [H-].[Na+] (sodium hydride). Run in O1CCCC1 (tetrahydrofuran), O1CCCC1 (tetrahydrofuran), O1CCCC1 (tetrahydrofuran). Conditions: temperature 0 celsius, time 1 hour. The product is COC(C(C)OC(C#C)(C)C)=O (2-(1,1-dimethylprop-2-ynyloxy)propionic acid methyl ester). Isolated yield 88.9%. RXN SMILES: [H-].[Na+].[CH3:3][C:4]([OH:8])([C:6]#[CH:7])[CH3:5].[CH3:9][O:10][C:11](=[O:15])[CH:12](Br)[CH3:13]>O1CCCC1>[CH3:9][O:10][C:11](=[O:15])[CH:12]([O:8][C:4]([CH3:5])([CH3:3])[C:6]#[CH:7])[CH3:13] |f:0.1|. Procedure details: To a mixture of sodium hydride (23.8 g, 0.595 mol) in tetrahydrofuran (400 ml) cooled to 0° C., is added a solution of 2-methyl-3-butyne-2-ol (50 g, 0.595 mol) in tetrahydrofuran (50 ml). The reaction mixture is stirred at 0° C. for 1 hour. A solution of methyl-2-bromo-propionate (99.36 g, 0.595 mol) in tetrahydrofuran (100 ml) is added to the reaction mixture slowly at 0° C. The reaction mixture is stirred at 0° C. for 2 hours and allowed to come to ambient temperature and stirred for 1 hour. T... Starting materials: O(C1=CC=CC=C1)C=1C=C(CO)C=CC1 (3-phenoxybenzyl alcohol), S(=O)(Br)Br (thionyl bromide). Reagents/catalysts: N1=CC=CC=C1 (pyridine). Solvent: C1(=CC=CC=C1)C (toluene), C1(=CC=CC=C1)C (toluene), C1(=CC=CC=C1)C (toluene). Product: O(C1=CC=CC=C1)C=1C=C(CBr)C=CC1 (3-phenoxybenzyl bromide). Yield: 81.3%. As a reaction SMILES: [O:1]([C:8]1[CH:9]=[C:10]([CH:13]=[CH:14][CH:15]=1)[CH2:11]O)[C:2]1[CH:7]=[CH:6][CH:5]=[CH:4][CH:3]=1.S(Br)([Br:18])=O>C1(C)C=CC=CC=1.N1C=CC=CC=1>[O:1]([C:8]1[CH:9]=[C:10]([CH:13]=[CH:14][CH:15]=1)[CH2:11][Br:18])[C:2]1[CH:7]=[CH:6][CH:5]=[CH:4][CH:3]=1. Procedure details: A solution of 3-phenoxybenzyl alcohol (36.0 grams, 0.18 mole) in toluene (95 ml) was added dropwise during a thirty minute period to a stirred solution of thionyl bromide (50 grams, 0.24 mole), pyridine (0.5 gram) and toluene (175 ml) while maintaining the temperature below 30° C. After the addition was complete,the reaction mixture was heated at 50°-60° C. for two hours. Upon cooling, the reaction mixture was concentrated under reduced pressure leaving a residue. This residue was dissolved in t... Reactants: CC(C#N)(O)C (acetone cyanohydrin), P(C1=CC=CC=C1)(C1=CC=CC=C1)C1=CC=CC=C1 (P(Ph)3), CCOC(=O)/N=N/C(=O)OCC (DEAD), NC1CCOC2=CC(=CC=C12)CO ((4-aminochroman-7-yl)-methanol). Conditions: temperature -20 celsius, time 20 minute. Product: NC1CCOC2=CC(=CC=C12)CC#N ((4-amino-chroman-7-yl)-acetonitrile). Solvent: C1CCOC1 (THF), C1CCOC1 (THF). Reported procedure: To a 125 mL flame dry 3-neck round bottom flask was added P(Ph)3 (4.4 g, 16.74 mmol) and THF (50 mL). After cooling to −20° C., DEAD (3.3 mL, 16.74 mmol) was added dropwise via the addition funnel. After stirring for 20 min at −20° C., (4-aminochroman-7-yl)-methanol (2.0 g, 11.16 mmol) in THF (75 mL) was added dropwise via the addition funnel. It was stirred for another 30 min. acetone cyanohydrin (3.1 mL, 33.48 mmol) was then added dropwise via the addition funnel. The resulting mixture was war... RXN SMILES: P(C1C=CC=CC=1)(C1C=CC=CC=1)C1C=CC=CC=1.CCO[C:23](/[N:25]=N/C(OCC)=O)=O.[NH2:32][CH:33]1[C:42]2[C:37](=[CH:38][C:39]([CH2:43]O)=[CH:40][CH:41]=2)[O:36][CH2:35][CH2:34]1.CC(C)(O)C#N>C1COCC1>[NH2:32][CH:33]1[C:42]2[C:37](=[CH:38][C:39]([CH2:43][C:23]#[N:25])=[CH:40][CH:41]=2)[O:36][CH2:35][CH2:34]1. The reactants are Cc1c(N2CCN(C(=O)OC(C)(C)C)CC2=O)nnn1-c1ccccc1Cl, Cl, C1COCCO1. The product is Cc1c(N2CCNCC2=O)nnn1-c1ccccc1Cl. As a reaction SMILES: [Cl:2][c:3]1[c:4](-[n:9]2[n:10][n:11][c:12]([N:15]3[C:16](=[O:28])[CH2:17][N:18]([C:21]([O:22][C:23]([CH3:24])([CH3:25])[CH3:26])=[O:27])[CH2:19][CH2:20]3)[c:13]2[CH3:14])[cH:5][cH:6][cH:7][cH:8]1.[ClH:1].[O:29]1[CH2:30][CH2:31][O:32][CH2:33][CH2:34]1>>[Cl:2][c:3]1[c:4](-[n:9]2[n:10][n:11][c:12]([N:15]3[C:16](=[O:28])[CH2:17][NH:18][CH2:19][CH2:20]3)[c:13]2[CH3:14])[cH:5][cH:6][cH:7][cH:8]1.